This data is from the Open Reaction Database (ORD), a public repository of structured organic reaction records. The task is: describe an organic reaction: reactants, conditions, products, and yield Solvent: ClCCl (dichloromethane). The product is COC=1C=C(C=CC1)C1=CC=C(C=C1)O (3'-Methoxybiphenyl-4-ol). Reaction SMILES: FC(F)(F)C(O)=O.C([O:12][C:13]1[CH:18]=[CH:17][C:16]([C:19]2[CH:24]=[CH:23][CH:22]=[C:21]([O:25][CH3:26])[CH:20]=2)=[CH:15][CH:14]=1)(C)(C)C>ClCCl>[CH3:26][O:25][C:21]1[CH:20]=[C:19]([C:16]2[CH:17]=[CH:18][C:13]([OH:12])=[CH:14][CH:15]=2)[CH:24]=[CH:23][CH:22]=1. Reaction conditions: time 1 hour. Procedure: A solution of 4-tert-butoxybenzeneboronic acid (0.50 g), 3-bromoanisole (0.44 g), and tetrakis(triphenylphosphine)palladium(0) (0.09 g) in toluene (5 ml), ethanol(1.2 ml) and aqueous sodium carbonate (2 M, 2.4 ml) was heated at 100° C. for 19 hours. After cooling the reaction mixture was added to brine (50 ml) and ethyl acetate (50 ml). The organic layer was separated and dried over anhydrous magnesium sulfate. The solution was then filtered and concentrated under reduced pressure. The residue w... Isolated yield 53.3%. Starting materials: FC(C(=O)O)(F)F (Trifluoroacetic acid), C(C)(C)(C)OC1=CC=C(C=C1)C1=CC(=CC=C1)OC (4-tert-butoxy-3'-methoxybiphenyl).